This data is from the Open Reaction Database (ORD), a public repository of structured organic reaction records. The task is: describe an organic reaction: reactants, conditions, products, and yield Starting materials: CC(C)(C)OC(=O)N1CCC(c2ccc(N)cc2)C1, COc1ccccc1-c1ccc2cnc(OS(=O)(=O)C(F)(F)F)nn12. Yields the product COc1ccccc1-c1ccc2cnc(Nc3ccc(C4CCN(C(=O)OC(C)(C)C)C4)cc3)nn12. As a reaction SMILES: [C:1]([CH3:2])([CH3:3])([CH3:4])[O:5][C:6](=[O:7])[N:8]1[CH2:9][CH:10]([c:13]2[cH:14][cH:15][c:16]([NH2:19])[cH:17][cH:18]2)[CH2:11][CH2:12]1.[CH3:20][O:21][c:22]1[c:23](-[c:28]2[cH:29][cH:30][c:31]3[cH:32][n:33][c:34]([O:37][S:38]([C:39]([F:40])([F:41])[F:42])(=[O:43])=[O:44])[n:35][n:36]23)[cH:24][cH:25][cH:26][cH:27]1>>[C:1]([CH3:2])([CH3:3])([CH3:4])[O:5][C:6](=[O:7])[N:8]1[CH2:9][CH:10]([c:13]2[cH:14][cH:15][c:16]([NH:19][c:34]3[n:33][cH:32][c:31]4[cH:30][cH:29][c:28](-[c:23]5[c:22]([O:21][CH3:20])[cH:27][cH:26][cH:25][cH:24]5)[n:36]4[n:35]3)[cH:17][cH:18]2)[CH2:11][CH2:12]1.